This data is from the Open Reaction Database (ORD), a public repository of structured organic reaction records. The task is: describe an organic reaction: reactants, conditions, products, and yield Starting materials: FC(C(C(=O)O)=C)(F)F (α-trifluoromethylacrylic acid), CNC(=O)N (methylurea), C1(CCCCC1)N=C=NC1CCCCC1 (dicyclohexylcarbodiimide). Run in CN(C)C=O (DMF), CN(C)C=O (DMF). Reaction conditions: temperature 80 celsius, time 3 hour. Yields the product CN1C(NCC(C1=O)C(F)(F)F)=O (3-methyl-5-trifluoromethyl-5,6-dihydrouracil), CN1C(=O)NC(=O)C(C1)C(F)(F)F (1-methyl-5-trifluoromethyl-5,6-dihydrouracil). Yield: 18.0%. RXN SMILES: [F:1][C:2]([F:9])([F:8])[C:3](=[CH2:7])[C:4](O)=[O:5].[CH3:10][NH:11][C:12]([NH2:14])=[O:13].C1(N=C=NC2CCCCC2)CCCCC1>CN(C=O)C>[CH3:10][N:11]1[C:4](=[O:5])[CH:3]([C:2]([F:9])([F:8])[F:1])[CH2:7][NH:14][C:12]1=[O:13].[CH3:10][N:11]1[CH2:7][CH:3]([C:2]([F:9])([F:8])[F:1])[C:4](=[O:5])[NH:14][C:12]1=[O:13]. Procedure: A mixture of α-trifluoromethylacrylic acid (700 mg; 5.0 mmoles) and methylurea (370 mg; 5.0 mmoles) in DMF (5 ml) was heated at 80° C. with stirring for 3 hours. After cooling to 0° C., a solution of dicyclohexylcarbodiimide (DCC) (1.05 g; 5.1 mmoles) in 3 ml of DMF was added dropwise. The mixture was stirred for 1 hour, and the precipitated solid was filtered off and washed with ethyl acetate. The solvent was evaporated under reduced pressure from the combined filtrates. The residue was purifie... Reactants: N1=CC(=CC=C1)C=1C=C(C=CC1)N (3-pyridine-3-yl-phenylamine), N1C=C(C2=CC=CC=C12)C(=O)O (indole-3-carboxylic acid), C1CCC(CC1)N=C=NC2CCCCC2 (DCC). Solvent: CN(C)C=O (DMF). Conditions: temperature 80 celsius, time 8 hour. Product: N1=CC(=CC=C1)C1=CC=C(C=C1)NC(=O)C1=CNC2=CC=CC=C12 (1H-indole-3-carboxylic acid (4-pyridine-3-yl-phenyl)-amide). The yield is 54.7%. As a reaction SMILES: [N:1]1[CH:6]=[CH:5][CH:4]=[C:3]([C:7]2[CH:8]=[C:9](N)[CH:10]=[CH:11][CH:12]=2)[CH:2]=1.[NH:14]1[C:22]2[C:17](=[CH:18][CH:19]=[CH:20][CH:21]=2)[C:16]([C:23]([OH:25])=O)=[CH:15]1.C1CCC([N:32]=C=NC2CCCCC2)CC1>CN(C=O)C>[N:1]1[CH:6]=[CH:5][CH:4]=[C:3]([C:7]2[CH:8]=[CH:9][C:10]([NH:32][C:23]([C:16]3[C:17]4[C:22](=[CH:21][CH:20]=[CH:19][CH:18]=4)[NH:14][CH:15]=3)=[O:25])=[CH:11][CH:12]=2)[CH:2]=1. Procedure: The crude 3-pyridine-3-yl-phenylamine (60 mg, 0.35 mmol) and indole-3-carboxylic acid (57 mg, 0.35 mmol) were dissolved in DMF (3 ml), DCC (73 mg, 0.35 mmol) was added to the solution, and then the mixture was stirred at 80° C. for 8 hours. After the reaction was completed, the product was washed and filtered to yield a target compound as a white solid (60 mg, 55%) by chromatography (methanol:dichloromethane=1:20). Reactants: C(C1=CC=CC=C1)N1CCC(CC1)NC1=CC=C(C=N1)/C=C/C(=O)OCC (ethyl (2E)-3-{6-[(1-benzyl-4-piperidyl)amino]-3-pyridyl}acrylate), [OH-].[Na+] (NaOH). Solvent: CO (MeOH). Conditions: temperature 67.5 celsius, time 2 hour. Product: C(C1=CC=CC=C1)N1CCC(CC1)NC1=CC=C(C=N1)/C=C/C(=O)O ((2E)-3-{6-[(1-benzyl-4-piperidyl)amino]-3-pyridyl}acrylic acid). Yield: 99.1%. As a reaction SMILES: [CH2:1]([N:8]1[CH2:13][CH2:12][CH:11]([NH:14][C:15]2[N:20]=[CH:19][C:18](/[CH:21]=[CH:22]/[C:23]([O:25]CC)=[O:24])=[CH:17][CH:16]=2)[CH2:10][CH2:9]1)[C:2]1[CH:7]=[CH:6][CH:5]=[CH:4][CH:3]=1.[OH-].[Na+]>CO>[CH2:1]([N:8]1[CH2:13][CH2:12][CH:11]([NH:14][C:15]2[N:20]=[CH:19][C:18](/[CH:21]=[CH:22]/[C:23]([OH:25])=[O:24])=[CH:17][CH:16]=2)[CH2:10][CH2:9]1)[C:2]1[CH:3]=[CH:4][CH:5]=[CH:6][CH:7]=1 |f:1.2|. Procedure details: A mixture of ethyl (2E)-3-{6-[(1-benzyl-4-piperidyl)amino]-3-pyridyl}acrylate (470 mg) and 1N NaOH solution (2.6 ml) in MeOH (15 ml) was stirred at 65-70° C. for 2 hours. The reaction mixture was evaporated in vacuo and the residue was dissolved with AcOEt and H2O. The aqueous solution was adjusted to PH6.0 with aq.HCl and evaporated in vacuo. The residue was chromatographed on silicagel eluting with AcOEt-MeOH (85:15). The eluted fractions containing the desired product were collected and evapo... Reactants: CO, Fc1ccc(-c2n[nH]c3ccc(C=Cc4ccccn4)cc23)cc1. Yields the product Fc1ccc(-c2n[nH]c3ccc(CCc4ccccn4)cc23)cc1. RXN SMILES: [CH3:25][OH:26].[n:1]1[c:2]([CH:7]=[CH:8][c:9]2[cH:10][c:11]3[c:12](-[c:18]4[cH:19][cH:20][c:21]([F:24])[cH:22][cH:23]4)[n:13][nH:14][c:15]3[cH:16][cH:17]2)[cH:3][cH:4][cH:5][cH:6]1>>[n:1]1[c:2]([CH2:7][CH2:8][c:9]2[cH:10][c:11]3[c:12](-[c:18]4[cH:19][cH:20][c:21]([F:24])[cH:22][cH:23]4)[n:13][nH:14][c:15]3[cH:16][cH:17]2)[cH:3][cH:4][cH:5][cH:6]1. Starting materials: [H-].[Na+] (NaH), ClC1=NC=C(C(=O)O)C=C1 (6-chloronicotinic acid), C(C1=CC=CC=C1)O (Benzyl alcohol), C(C)(=O)O (acetic acid). The solvent is O (water), CN(C)C=O (DMF), CN(C)C=O (DMF), CN(C)C=O (DMF). Conditions: temperature 0 celsius, time 20 minute. Product: C(C1=CC=CC=C1)OC1=NC=C(C(=O)O)C=C1 (6-benzyloxynicotinic acid). Isolated yield 88.0%. RXN SMILES: [H-].[Na+].[CH2:3]([OH:10])[C:4]1[CH:9]=[CH:8][CH:7]=[CH:6][CH:5]=1.Cl[C:12]1[CH:20]=[CH:19][C:15]([C:16]([OH:18])=[O:17])=[CH:14][N:13]=1.C(O)(=O)C>CN(C=O)C.O>[CH2:3]([O:10][C:12]1[CH:20]=[CH:19][C:15]([C:16]([OH:18])=[O:17])=[CH:14][N:13]=1)[C:4]1[CH:9]=[CH:8][CH:7]=[CH:6][CH:5]=1 |f:0.1|. Procedure details: Oil-free NaH (1.9 g,~5 eq.) was suspended in DMF (30 ml) and the suspension was cooled in an ice bath. Benzyl alcohol (8.6 ml, ~5.2 eq.) was added slowly to the suspension via syringe. The resulting reaction mixture was stirred at 0° C. for 20 min., after which it was transferred to a precooled (0° C.) solution of 6-chloronicotinic acid (2.5 g, 15.9 mmol) in DMF (30 ml). Additional DMF (20 ml) was added to the reaction mixture to facilitate stirring. The reaction mixture was refluxed for 2 hours... The reactants are C1CCOC1, CC(c1ccc(-c2ccc(=O)[nH]c2)cc1)N1CCC(CC(C)(C)C#N)(c2ccccc2)OC1=O, CI, [H-], [Na+]. The product is CC(c1ccc(-c2ccc(=O)n(C)c2)cc1)N1CCC(CC(C)(C)C#N)(c2ccccc2)OC1=O. Reaction SMILES: [CH2:39]1[O:40][CH2:41][CH2:42][CH2:43]1.[CH3:1][C:2]([C:3]#[N:4])([CH2:5][C:6]1([c:28]2[cH:29][cH:30][cH:31][cH:32][cH:33]2)[CH2:7][CH2:8][N:9]([CH:13]([CH3:14])[c:15]2[cH:16][cH:17][c:18](-[c:21]3[cH:22][nH:23][c:24](=[O:27])[cH:25][cH:26]3)[cH:19][cH:20]2)[C:10](=[O:12])[O:11]1)[CH3:34].[CH3:35][I:36].[H-:38].[Na+:37]>>[CH3:1][C:2]([C:3]#[N:4])([CH2:5][C:6]1([c:28]2[cH:29][cH:30][cH:31][cH:32][cH:33]2)[CH2:7][CH2:8][N:9]([CH:13]([CH3:14])[c:15]2[cH:16][cH:17][c:18](-[c:21]3[cH:22][n:23]([CH3:35])[c:24](=[O:27])[cH:25][cH:26]3)[cH:19][cH:20]2)[C:10](=[O:12])[O:11]1)[CH3:34].